This data is from the Open Reaction Database (ORD), a public repository of structured organic reaction records. The task is: describe an organic reaction: reactants, conditions, products, and yield Starting materials: C(C=C)N(C(CCl)=O)CC(OCC)OCC (N-Allyl-N-(2,2-diethoxyethyl)-α-chloroacetamide), C([O-])([O-])=O.[Na+].[Na+] (sodium carbonate), propandiol-1,3, C=1(C(=CC=CC1)S(=O)(=O)O)C (toluenesulfonic acid). Run in C(C)O (ethanol). RXN SMILES: [CH2:1]([N:4]([CH2:9][CH:10]([O:14][CH2:15][CH3:16])[O:11][CH2:12]C)[C:5](=[O:8])[CH2:6][Cl:7])[CH:2]=[CH2:3].C1(C)C(S(O)(=O)=O)=CC=CC=1.C(=O)([O-])[O-].[Na+].[Na+]>C(O)C>[CH2:1]([N:4]([CH2:9][CH:10]1[O:11][CH2:12][CH2:16][CH2:15][O:14]1)[C:5](=[O:8])[CH2:6][Cl:7])[CH:2]=[CH2:3] |f:2.3.4|. Yields the product C(C=C)N(C(CCl)=O)CC1OCCCO1 (N-allyl-N-(1,3-dioxan-2-ylmethyl)-α-chloroacetamide). Procedure: N-Allyl-N-(2,2-diethoxyethyl)-α-chloroacetamide (10 grams), propandiol-1,3 (3 ml) and trace amounts of toluenesulfonic acid are charged into a glass reaction vessel equipped with a mechanical stirrer, thermometer and reflux condenser. The reaction mixture is heated until no more ethanol is given off. After this time sodium carbonate (1 gram) is added to the mixture with stirring and the resulting mixture is distilled to yield the desired product N-allyl-N-(1,3-dioxan-2-ylmethyl)-α-chloroacetamid... Starting materials: O=C[C@H](O)[C@@H](O)[C@H](O)[C@H](O)CO (D-glucose), S(O)(O)(=O)=O (sulfuric acid). The solvent is CC(=O)C (acetone). Reaction conditions: time 8 hour. Yields the product CC1(OC[C@@H](O1)[C@@H]2[C@@H]([C@@H]3[C@H](O2)OC(O3)(C)C)O)C (1,2:5,6-di-O-isopropylidene-alpha-D-glucofuranose). RXN SMILES: [O:1]=[CH:2][C@@H:3]([C@H:5]([C@@H:7]([C@@H:9]([CH2:11][OH:12])[OH:10])[OH:8])[OH:6])[OH:4].S(=O)(=O)(O)O>CC(C)=O>[CH3:2][C:3]1([CH3:5])[O:4][C@@H:3]([C@H:5]2[O:6][C@@H:11]3[O:12][C:9]([CH3:11])([CH3:7])[O:10][C@@H:9]3[C@H:7]2[OH:8])[CH2:2][O:1]1. Reported procedure: In this example, 125 g of powdered D-glucose is added to a stirred solution of 120 ml of concentrated 96 wt.% sulfuric acid in 3 liters of acetone and the mixture is stirred vigorously at room temperature overnight. The reaction mixture is cooled to 10° C. and gaseous ammonia is bubbled keeping the temperature below 25° C. Solids are filtered off and the filtrate is concentrated under reduced pressure. The residue is treated with 1 liter of water and extracted three times with 300 ml of methylen... Procedure: N-Cyclopropyl-N-[1-(2-nitro-benzoyl)-piperidin-4-yl]-3-trifluoromethyl-benzenesulfonamide (10) (0.403 mg, 0.81 mmol) was taken up in 7 ml of toluene. To the mixture, Fe (0.230 mg, 4.1 mmol), NH4Cl (0.440 g, 8.2 mmol) and H2O (0.8 ml) was added. The reaction mixture was heated at 115° C. and stirred for 3 hours. The reaction mixture was diluted with 30 ml of EtOAc, then filtrated by Celite. The filtration was concentrated and dryness under reduced pressure. The crude product was purified through ... The product is NC1=C(C(=O)N2CCC(CC2)N(S(=O)(=O)C2=CC(=CC=C2)C(F)(F)F)C2CC2)C=CC=C1 (N-[1-(2-Amino-benzoyl)-piperidin-4-yl]-N-cyclopropyl-3-trifluoromethyl-benzenesulfonamide). Yield: 88.5%. The solvent is C1(=CC=CC=C1)C (toluene), CCOC(=O)C (EtOAc). The reagents and catalysts are [Fe] (Fe). Reaction conditions: temperature 115 celsius, time 3 hour. RXN SMILES: [CH:1]1([N:4]([CH:18]2[CH2:23][CH2:22][N:21]([C:24](=[O:34])[C:25]3[CH:30]=[CH:29][CH:28]=[CH:27][C:26]=3[N+:31]([O-])=O)[CH2:20][CH2:19]2)[S:5]([C:8]2[CH:13]=[CH:12][CH:11]=[C:10]([C:14]([F:17])([F:16])[F:15])[CH:9]=2)(=[O:7])=[O:6])[CH2:3][CH2:2]1.[NH4+].[Cl-].O>C1(C)C=CC=CC=1.CCOC(C)=O.[Fe]>[NH2:31][C:26]1[CH:27]=[CH:28][CH:29]=[CH:30][C:25]=1[C:24]([N:21]1[CH2:22][CH2:23][CH:18]([N:4]([CH:1]2[CH2:3][CH2:2]2)[S:5]([C:8]2[CH:13]=[CH:12][CH:11]=[C:10]([C:14]([F:17])([F:16])[F:15])[CH:9]=2)(=[O:7])=[O:6])[CH2:19][CH2:20]1)=[O:34] |f:1.2|. Reactants: C1(CC1)N(S(=O)(=O)C1=CC(=CC=C1)C(F)(F)F)C1CCN(CC1)C(C1=C(C=CC=C1)[N+](=O)[O-])=O (N-Cyclopropyl-N-[1-(2-nitro-benzoyl)-piperidin-4-yl]-3-trifluoromethyl-benzenesulfonamide), [NH4+].[Cl-] (NH4Cl), O (H2O). The reactants are Br.C(C)(=O)O (hydrogen bromide acetic acid), ClC1=C(C=CC=C1Cl)C(CSC#N)=O (2-(2,3-dichlorophenyl)-2-oxoethyl thiocyanate), O (Water). Solvent: C(C)(=O)O (acetic acid). Reaction conditions: temperature 130 celsius, time 2 hour. The product is BrC=1SC=C(N1)C1=C(C(=CC=C1)Cl)Cl (2-Bromo-4-(2,3-dichlorophenyl)-1,3-thiazole). Isolated yield 94.6%. As a reaction SMILES: [BrH:1].C(O)(=O)C.[Cl:6][C:7]1[C:12]([Cl:13])=[CH:11][CH:10]=[CH:9][C:8]=1[C:14](=O)[CH2:15][S:16][C:17]#[N:18].O>C(O)(=O)C>[Br:1][C:17]1[S:16][CH:15]=[C:14]([C:8]2[CH:9]=[CH:10][CH:11]=[C:12]([Cl:13])[C:7]=2[Cl:6])[N:18]=1 |f:0.1|. Reported procedure: A 25% hydrogen bromide/acetic acid (30 ml) solution was added to a solution of 2-(2,3-dichlorophenyl)-2-oxoethyl thiocyanate (3.10 g, 12.6 mmol) in acetic acid (30 ml), and the mixture was stirred at 130° C. for 2 hours. Water (60 ml) was poured to the reaction mixture, and crystals were collected by filtration and washed with water to give 3.68 g (94.6%) of the desired product as a solid. Starting materials: CCO, Nc1ccc(OCCN2CCOCC2)cc1[N+](=O)[O-]. Yields the product Nc1ccc(OCCN2CCOCC2)cc1N. RXN SMILES: [CH3:20][CH2:21][OH:22].[O:1]1[CH2:2][CH2:3][N:4]([CH2:7][CH2:8][O:9][c:10]2[cH:11][c:12]([N+:17]([O-:18])=[O:19])[c:13]([NH2:16])[cH:14][cH:15]2)[CH2:5][CH2:6]1>>[O:1]1[CH2:2][CH2:3][N:4]([CH2:7][CH2:8][O:9][c:10]2[cH:11][c:12]([NH2:17])[c:13]([NH2:16])[cH:14][cH:15]2)[CH2:5][CH2:6]1.